Task: describe an organic reaction: reactants, conditions, products, and yield. Dataset: the Open Reaction Database (ORD), a public repository of structured organic reaction records Reactants: C(C1=CC=CC=C1)C(C(=O)OCC)C(=O)OCC (Diethyl benzylmalonate), [OH-].[K+] (potassium hydroxide). Run in C(C)O (ethanol), O (water). The product is C(C1=CC=CC=C1)C(C(=O)O)C(=O)O (benzylmalonic acid). Reaction SMILES: [CH2:1]([CH:8]([C:14]([O:16]CC)=[O:15])[C:9]([O:11]CC)=[O:10])[C:2]1[CH:7]=[CH:6][CH:5]=[CH:4][CH:3]=1.[OH-].[K+]>C(O)C.O>[CH2:1]([CH:8]([C:9]([OH:11])=[O:10])[C:14]([OH:16])=[O:15])[C:2]1[CH:7]=[CH:6][CH:5]=[CH:4][CH:3]=1 |f:1.2|. Procedure: Diethyl benzylmalonate (100 g, 400 mmol) was dissolved in ethanol (300 mL) and treated with a solution of potassium hydroxide (134.4 g, 2.4 mol) in water (500 mL). The mixture was heated under reflux for 5 hours and then allowed to cool. Ethanol was removed under reduced pressure and the remaining aqueous solution cooled in ice and acidified to pH1 with concentrated HCl. The product was extracted with ethyl acetate (3×200 mL). The combined extracts were washed with brine, dried over magnesium su... The reactants are CC(C)(C)ON=C1CCN(C(=O)O)CC1, O=C([O-])O, ClCCl, Cl, [Na+], C1COCCO1. The product is CC(C)(C)ON=C1CCNCC1. As a reaction SMILES: [C:1]([CH3:2])([CH3:3])([CH3:4])[O:5][N:6]=[C:7]1[CH2:8][CH2:9][N:10]([C:13]([OH:14])=[O:15])[CH2:11][CH2:12]1.[C:23](=[O:24])([O-:25])[OH:26].[Cl:28][CH2:29][Cl:30].[ClH:16].[Na+:27].[O:17]1[CH2:18][CH2:19][O:20][CH2:21][CH2:22]1>>[C:1]([CH3:2])([CH3:3])([CH3:4])[O:5][N:6]=[C:7]1[CH2:8][CH2:9][NH:10][CH2:11][CH2:12]1. The reactants are C[S@@](=NC(C1=CN=CC(=C1)C#C[Si](C)(C)C)=O)(C1=CC=CC=C1)=O ((S)—N-[methyl(oxo)phenyl-λ6-sulfanylidene]-5-[(trimethylsilyl)ethynyl]nicotinamide), BrC1=CC=C2C=CNC2=C1 (6-bromoindole). Product: N1C=CC2=CC=C(C=C12)C#CC=1C=NC=C(C(=O)N=[S@](C2=CC=CC=C2)(=O)C)C1 ((S)-5-(1H-indol-6-ylethynyl)-N-[methyl(oxo)phenyl-λ6-sulfanylidene]nicotinamide). Isolated yield 17.9%. Reaction SMILES: [CH3:1][S@:2](=[O:24])([C:18]1[CH:23]=[CH:22][CH:21]=[CH:20][CH:19]=1)=[N:3][C:4](=[O:17])[C:5]1[CH:10]=[C:9]([C:11]#[C:12][Si](C)(C)C)[CH:8]=[N:7][CH:6]=1.Br[C:26]1[CH:34]=[C:33]2[C:29]([CH:30]=[CH:31][NH:32]2)=[CH:28][CH:27]=1>>[NH:32]1[C:33]2[C:29](=[CH:28][CH:27]=[C:26]([C:12]#[C:11][C:9]3[CH:8]=[N:7][CH:6]=[C:5]([CH:10]=3)[C:4]([N:3]=[S@@:2]([CH3:1])(=[O:24])[C:18]3[CH:23]=[CH:22][CH:21]=[CH:20][CH:19]=3)=[O:17])[CH:34]=2)[CH:30]=[CH:31]1. Procedure details: In a manner similar to that described in Example 443, (S)—N-[methyl(oxo)phenyl-λ6-sulfanylidene]-5-[(trimethylsilyl)ethynyl]nicotinamide (150 mg, 0.42 mmol) and 6-bromoindole (90.7 mg, 0.46 mmol) were reacted to give the title compound (30 mg).